Dataset: the Open Reaction Database (ORD), a public repository of structured organic reaction records. Task: describe an organic reaction: reactants, conditions, products, and yield RXN SMILES: [NH2:1][C:2]1[CH:7]=[C:6]([O:8][CH3:9])[C:5]([O:10][CH3:11])=[CH:4][C:3]=1[CH2:12][C:13]([NH:15][CH2:16][CH2:17][CH2:18][N:19]([CH3:34])[CH:20]1[CH2:29][CH2:28][C:27]2[C:22](=[CH:23][C:24]([O:32][CH3:33])=[C:25]([O:30][CH3:31])[CH:26]=2)[CH2:21]1)=O.COC1C(OC)=CC=C2C=1CCC(NC)C2>C(O)C>[NH2:1][C:2]1[CH:7]=[C:6]([O:8][CH3:9])[C:5]([O:10][CH3:11])=[CH:4][C:3]=1[CH2:12][CH2:13][NH:15][CH2:16][CH2:17][CH2:18][N:19]([CH3:34])[CH:20]1[CH2:29][CH2:28][C:27]2[C:22](=[CH:23][C:24]([O:32][CH3:33])=[C:25]([O:30][CH3:31])[CH:26]=2)[CH2:21]1. Yields the product NC1=C(C=C(C(=C1)OC)OC)CCNCCCN(C1CC2=CC(=C(C=C2CC1)OC)OC)C (1-[2-(2-Amino-4,5-dimethoxy-phenyl)-ethylamino]-3-[N-methyl-N-(6,7-dimethoxy-1,2,3,4,-tetrahydronaphth-2-yl)-amino]-propane). The solvent is C(C)O (ethanol). Procedure: The title compound of this paragraph is prepared from 1-[2-(2-amino-4,5-dimethoxyphenyl)-1-oxo-ethylamino]-3-[N-methyl-N-(6,7-dimethoxy-1,2,3,4,-tetrahydronaphth-2-yl)-amino]-propane (7.8 g, 0.0165 mol) analogously to Example R(e). Yield: 2.7 g Rf value: 0.2 (alumina, eluant: 95 parts by volume of methylene chloride+5 parts by volume of ethanol). Reactants: NC1=C(C=C(C(=C1)OC)OC)CC(=O)NCCCN(C1CC2=CC(=C(C=C2CC1)OC)OC)C (1-[2-(2-amino-4,5-dimethoxyphenyl)-1-oxo-ethylamino]-3-[N-methyl-N-(6,7-dimethoxy-1,2,3,4,-tetrahydronaphth-2-yl)-amino]-propane), COC1=C2CCC(CC2=CC=C1OC)NC (5,6-Dimethoxy-2-methylamino-1,2,3,4-tetrahydronaphthalene). The reactants are C(C)OC(=O)C1C(C=2C=CN=CC2C1=O)=O (5,7-dioxo-6,7-dihydro-5H-[2]pyrindine-6-carboxylic acid ethyl ester), NC1=CC=CC=C1 (aniline). Product: C1(=CC=CC=C1)NC(=O)C1C(C=2C=CN=CC2C1=O)=O (5,7-dioxo-6,7-dihydro-5H-[2]pyrindine-6-carboxylic acid phenylamide). As a reaction SMILES: C(O[C:4]([CH:6]1[C:14](=[O:15])[C:13]2[CH:12]=[N:11][CH:10]=[CH:9][C:8]=2[C:7]1=[O:16])=[O:5])C.[NH2:17][C:18]1[CH:23]=[CH:22][CH:21]=[CH:20][CH:19]=1>>[C:18]1([NH:17][C:4]([CH:6]2[C:14](=[O:15])[C:13]3[CH:12]=[N:11][CH:10]=[CH:9][C:8]=3[C:7]2=[O:16])=[O:5])[CH:23]=[CH:22][CH:21]=[CH:20][CH:19]=1. Procedure: In a similar manner to Example 1a, 5,7-dioxo-6,7-dihydro-5H-[2]pyrindine-6-carboxylic acid phenylamide was obtained starting from 5,7-dioxo-6,7-dihydro-5H-[2]pyrindine-6-carboxylic acid ethyl ester and aniline. The desired product was obtained as a brownish orange powder. ESI−MS: m/z 267 (MH+); 1H-NMR (DMSO-d6): δ6.93 (1H, t, J=7.3 Hz), 7.26 (2H, t-like, 7.3 Hz), 7.33 (1H, dd, J=1.4 Hz, 4.6 Hz), 7.59 (2H, d, J=7.3 Hz), 8.51 (1H, d, J=1.4 Hz), 8.72 (1H, d, J=4.6 Hz), 10.78 (1H, brs). The reactants are NCCN(C(=O)OCc1ccccc1)C(=O)OCc1ccccc1, CC(=O)O, Cl. The product is NCCNC(=O)OCc1ccccc1, Cl. Reaction SMILES: [C:1](=[O:2])([O:3][CH2:4][c:5]1[cH:6][cH:7][cH:8][cH:9][cH:10]1)[N:11]([CH2:12][CH2:13][NH2:14])[C:15]([O:16][CH2:17][c:18]1[cH:19][cH:20][cH:21][cH:22][cH:23]1)=[O:24].[CH3:26][C:27](=[O:28])[OH:29].[ClH:25]>>[C:1](=[O:2])([O:3][CH2:4][c:5]1[cH:6][cH:7][cH:8][cH:9][cH:10]1)[NH:11][CH2:12][CH2:13][NH2:14].[ClH:25]. Starting materials: CCOC(C)=O, COc1ccc2c(c1NCc1ccccc1)COCc1cc(OC)c(OC)c(OC)c1-2. Reaction SMILES: [CH3:32][CH2:33][O:34][C:35](=[O:36])[CH3:37].[c:1]1([CH2:2][NH:8][c:9]2[c:10]([O:30][CH3:31])[cH:11][cH:12][c:13]3[c:14]2[CH2:15][O:16][CH2:17][c:18]2[c:19]-3[c:20]([O:28][CH3:29])[c:21]([O:26][CH3:27])[c:22]([O:24][CH3:25])[cH:23]2)[cH:3][cH:4][cH:5][cH:6][cH:7]1>>[NH2:8][c:9]1[c:10]([O:30][CH3:31])[cH:11][cH:12][c:13]2[c:14]1[CH2:15][O:16][CH2:17][c:18]1[c:19]-2[c:20]([O:28][CH3:29])[c:21]([O:26][CH3:27])[c:22]([O:24][CH3:25])[cH:23]1. Yields the product COc1ccc2c(c1N)COCc1cc(OC)c(OC)c(OC)c1-2.